Dataset: the Open Reaction Database (ORD), a public repository of structured organic reaction records. Task: describe an organic reaction: reactants, conditions, products, and yield The reactants are N1(C=NC=C1)CCOC=1C=C(C=CC1)NC1=NC=CC(=N1)C=1SC=CC1 (N-[3-[2-(1H-imidazol-1-yl)ethoxy]phenyl]-4-(2-thienyl)-2-pyrimidinamine), C(C)(=O)O (acetic acid). Solvent: C(C)O (ethyl alcohol), C(C)O (ethyl alcohol). Yields the product C(C)(=O)O.N1(C=NC=C1)CCOC=1C=C(C=CC1)NC1=NC=CC(=N1)C=1SC=CC1 (N-[3-[2-(1H-Imidazol-1-yl)ethoxy]phenyl]-4-(2-thienyl)-2-pyrimidinamine monoacetate). Reaction SMILES: [N:1]1([CH2:6][CH2:7][O:8][C:9]2[CH:10]=[C:11]([NH:15][C:16]3[N:21]=[C:20]([C:22]4[S:23][CH:24]=[CH:25][CH:26]=4)[CH:19]=[CH:18][N:17]=3)[CH:12]=[CH:13][CH:14]=2)[CH:5]=[CH:4][N:3]=[CH:2]1.[C:27]([OH:30])(=[O:29])[CH3:28]>C(O)C>[C:27]([OH:30])(=[O:29])[CH3:28].[N:1]1([CH2:6][CH2:7][O:8][C:9]2[CH:10]=[C:11]([NH:15][C:16]3[N:21]=[C:20]([C:22]4[S:23][CH:24]=[CH:25][CH:26]=4)[CH:19]=[CH:18][N:17]=3)[CH:12]=[CH:13][CH:14]=2)[CH:5]=[CH:4][N:3]=[CH:2]1 |f:3.4|. Procedure details: To a solution of 1.0 g of N-[3-[2-(1H-imidazol-1-yl)ethoxy]phenyl]-4-(2-thienyl)-2-pyrimidinamine in 10 ml of hot ethyl alcohol is added 5 ml of ethyl alcohol containing 0.17 g of acetic acid. Crystals begin to form and the reaction mixture is cooled. The solid is collected by filtration, washed with ethyl alcohol and dried to afford the desired product.